From a dataset of the Open Reaction Database (ORD), a public repository of structured organic reaction records. describe an organic reaction: reactants, conditions, products, and yield Starting materials: O (Water), Cl.NCC#N (Aminoacetonitrile HCL salt), C(=O)(ON1C(C(CC1=O)C(=O)OCC1C2=CC=CC=C2C2=CC=CC=C12)=O)OC(=O)[O-] (Fmoc-Succinimidyl dicarbonate), CCN(C(C)C)C(C)C (DIEA). The solvent is CN(C)C=O (DMF). Run at time 8 hour. Yields the product C(=O)(OCC1C2=CC=CC=C2C2=CC=CC=C12)NCC#N (Fmoc-NH—CH2—CN). RXN SMILES: Cl.[NH2:2][CH2:3][C:4]#[N:5].CCN(C(C)C)C(C)C.C(OC([O-])=O)(ON1C(=O)CC([C:24]([O:26][CH2:27][CH:28]2[C:40]3[C:35](=[CH:36][CH:37]=[CH:38][CH:39]=3)[C:34]3[C:29]2=[CH:30][CH:31]=[CH:32][CH:33]=3)=[O:25])C1=O)=O.O>CN(C=O)C>[C:24]([NH:5][CH2:4][C:3]#[N:2])([O:26][CH2:27][CH:28]1[C:29]2[C:34](=[CH:33][CH:32]=[CH:31][CH:30]=2)[C:35]2[C:40]1=[CH:39][CH:38]=[CH:37][CH:36]=2)=[O:25] |f:0.1|. Procedure: Aminoacetonitrile HCL salt (1 mmol (92.53 mg)) is dissolved in DMF 2 ml and DIEA 2 mmol 0.35 ml. Then Fmoc-Succinimidyl dicarbonate 1.1 mmol, (350 mg) is added and the reaction allowed to proceed overnight. Water and diluted HCL is added to bring the pH to 2. The product is extracted 3 times with ethylacetate and dried over Na2SO4 to yield Fmoc-NH—CH2—CN. 1 mmol of the Fmoc-NH—CH2—CN (278 mg) is dissolved in 2 ml of anhydrous methanol bubbled with HCl gas. The reaction is kept at 0° C. for 40 hr...